This data is from the Open Reaction Database (ORD), a public repository of structured organic reaction records. The task is: describe an organic reaction: reactants, conditions, products, and yield Reactants: O=[N+]([O-])c1ccc(CCBr)cc1, C1COCCN1, CC(C)=O, [K+], [K+], O=C([O-])[O-], O. Product: O=[N+]([O-])c1ccc(CCN2CCOCC2)cc1. RXN SMILES: [Br:1][CH2:2][CH2:3][c:4]1[cH:5][cH:6][c:7]([N+:10](=[O:11])[O-:12])[cH:8][cH:9]1.[CH2:13]1[CH2:14][O:15][CH2:16][CH2:17][NH:18]1.[CH3:26][C:27](=[O:28])[CH3:29].[K+:19].[K+:20].[O-:21][C:22]([O-:23])=[O:24].[OH2:25]>>[CH2:2]([CH2:3][c:4]1[cH:5][cH:6][c:7]([N+:10](=[O:11])[O-:12])[cH:8][cH:9]1)[N:18]1[CH2:13][CH2:14][O:15][CH2:16][CH2:17]1. The reactants are C1CCOC1, COC(=O)c1ccc(CC(=O)N2CCN(CC3CCC3)CC2)c(C)c1, [Li+], [OH-], O, O. Product: Cc1cc(C(=O)O)ccc1CC(=O)N1CCN(CC2CCC2)CC1. RXN SMILES: [CH2:29]1[O:30][CH2:31][CH2:32][CH2:33]1.[CH3:4][O:5][C:6]([c:7]1[cH:8][c:9]([CH3:27])[c:10]([CH2:13][C:14](=[O:15])[N:16]2[CH2:17][CH2:18][N:19]([CH2:22][CH:23]3[CH2:24][CH2:25][CH2:26]3)[CH2:20][CH2:21]2)[cH:11][cH:12]1)=[O:28].[Li+:3].[OH-:2].[OH2:1].[OH2:34]>>[O:5]=[C:6]([c:7]1[cH:8][c:9]([CH3:27])[c:10]([CH2:13][C:14](=[O:15])[N:16]2[CH2:17][CH2:18][N:19]([CH2:22][CH:23]3[CH2:24][CH2:25][CH2:26]3)[CH2:20][CH2:21]2)[cH:11][cH:12]1)[OH:28]. Reactants: CCOC(=O)C1(C(=O)OCC)CCc2[nH]c(=O)[nH]c(=O)c2C1, Cl, [Na+], [OH-]. Yields the product CCOC(=O)C1CCc2[nH]c(=O)[nH]c(=O)c2C1. RXN SMILES: [C:1](=[O:2])([O:3][CH2:4][CH3:5])[C:6]1([C:18]([O:19][CH2:20][CH3:21])=[O:22])[CH2:7][c:8]2[c:9](=[O:17])[nH:10][c:11](=[O:16])[nH:12][c:13]2[CH2:14][CH2:15]1.[ClH:23].[Na+:25].[OH-:24]>>[C:1](=[O:2])([O:3][CH2:4][CH3:5])[CH:6]1[CH2:7][c:8]2[c:9](=[O:17])[nH:10][c:11](=[O:16])[nH:12][c:13]2[CH2:14][CH2:15]1. The reactants are CC#N.O (MeCN H2O), C(=O)(C(F)(F)F)O (TFA), C1(=CC=CC=C1)B(O)O (phenylboronic acid), COC(CC1=CC(=C(C(=C1)C=O)OCOCCOC)Br)=O ([3-Bromo-5-formyl-4-(2-methoxy-ethoxymethoxy)-phenyl]-acetic acid methyl ester), arylbromide. The reagents and catalysts are C=1C=CC(=CC1)[P](C=2C=CC=CC2)(C=3C=CC=CC3)[Pd]([P](C=4C=CC=CC4)(C=5C=CC=CC5)C=6C=CC=CC6)([P](C=7C=CC=CC7)(C=8C=CC=CC8)C=9C=CC=CC9)[P](C=1C=CC=CC1)(C=1C=CC=CC1)C=1C=CC=CC1 (Pd(PPh3)4). The solvent is C1(=CC=CC=C1)C (toluene), C(=O)([O-])[O-].[K+].[K+] (K2CO3). Reaction conditions: temperature 70 celsius, time 5 hour. Yields the product COC(CC=1C=C(C(=C(C1)C=O)OCOCCOC)C1=CC=CC=C1)=O ([5-formyl-6-(2-methoxy-ethoxymethoxy)-biphenyl-3-yl]-acetic acid methyl ester). As a reaction SMILES: [CH3:1][O:2][C:3](=[O:21])[CH2:4][C:5]1[CH:10]=[C:9]([CH:11]=[O:12])[C:8]([O:13][CH2:14][O:15][CH2:16][CH2:17][O:18][CH3:19])=[C:7](Br)[CH:6]=1.[C:22]1(B(O)O)[CH:27]=[CH:26][CH:25]=[CH:24][CH:23]=1.CC#N.O.C(O)(C(F)(F)F)=O>C1(C)C=CC=CC=1.C([O-])([O-])=O.[K+].[K+].C1C=CC([P]([Pd]([P](C2C=CC=CC=2)(C2C=CC=CC=2)C2C=CC=CC=2)([P](C2C=CC=CC=2)(C2C=CC=CC=2)C2C=CC=CC=2)[P](C2C=CC=CC=2)(C2C=CC=CC=2)C2C=CC=CC=2)(C2C=CC=CC=2)C2C=CC=CC=2)=CC=1>[CH3:1][O:2][C:3](=[O:21])[CH2:4][C:5]1[CH:6]=[C:7]([C:22]2[CH:27]=[CH:26][CH:25]=[CH:24][CH:23]=2)[C:8]([O:13][CH2:14][O:15][CH2:16][CH2:17][O:18][CH3:19])=[C:9]([CH:11]=[O:12])[CH:10]=1 |f:2.3,6.7.8,^1:58,60,79,98|. Reported procedure: The arylbromide (5) (118 mmol, 42.6 gr) was dissolved in about 430 ml of toluene in a 1 L flask to which 150 ml of 2M K2CO3 was added followed by 5.0 g (0.037 eq) of Pd(PPh3)4. After the addition of phenylboronic acid (2.0 eq, 29 gr) the flask was heated to 70° C. and the mixture stirred for 5 hours. HPLC of the reaction mixture indicated that the arylbromide had completely reacted and a dominant less polar moiety (89% pure, r.t.=8.5 min., 1-90% MeCN/H2O, 0.1% TFA) was observed. Reported procedure: 3-(4-(2-fluoro-4-nitrophenoxy)-5-methylpyrrolo[2,1-f][1,2,4]triazin-6-yloxy)-N,N-dimethylpropan-1-amine (170 mg, 0.44 mmol) was converted to the title compound in a manner similar to the preparation of Compound B of Example 28. The resultant yellow solid was used in the next step without further purification. MS(ESI+) m/z 360.3 (M+H)+. The reactants are FC1=C(OC2=NC=NN3C2=C(C(=C3)OCCCN(C)C)C)C=CC(=C1)[N+](=O)[O-] (3-(4-(2-fluoro-4-nitrophenoxy)-5-methylpyrrolo[2,1-f][1,2,4]triazin-6-yloxy)-N,N-dimethylpropan-1-amine), Cl.Cl.FC=1C=C(C=CC1OC1=NC=NN2C1=C(C(=C2)OCCN2CCN(CC2)C)C)NC(=S)NC(CC2=CC=C(C=C2)F)=O (1-(3-Fluoro-4-(5-methyl-6-(2-(4-methylpiperazin-1-yl)ethoxy)pyrrolo[2,1-f][1,2,4] triazin-4-yloxy)phenyl)-3-(2-(4-fluorophenyl)acetyl)thiourea, bis-hydrochloride salt). RXN SMILES: [F:1][C:2]1[CH:25]=[C:24]([N+:26]([O-])=O)[CH:23]=[CH:22][C:3]=1[O:4][C:5]1[C:10]2=[C:11]([CH3:21])[C:12]([O:14][CH2:15][CH2:16][CH2:17][N:18]([CH3:20])[CH3:19])=[CH:13][N:9]2[N:8]=[CH:7][N:6]=1.Cl.Cl.FC1C=C(NC(NC(=O)CC2C=CC(F)=CC=2)=S)C=CC=1OC1C2=C(C)C(OCCN3CCN(C)CC3)=CN2N=CN=1>>[CH3:20][N:18]([CH3:19])[CH2:17][CH2:16][CH2:15][O:14][C:12]1[C:11]([CH3:21])=[C:10]2[N:9]([CH:13]=1)[N:8]=[CH:7][N:6]=[C:5]2[O:4][C:3]1[CH:22]=[CH:23][C:24]([NH2:26])=[CH:25][C:2]=1[F:1] |f:1.2.3|. The product is CN(CCCOC=1C(=C2C(=NC=NN2C1)OC1=C(C=C(C=C1)N)F)C)C (4-(6-(3-(Dimethylamino)propoxy)-5-methylpyrrolo[2,1-f][1,2,4]triazin-4-yloxy)-3-fluorobenzenamine). The reactants are CC(CCl)CBr, CC[N+](CC)(CC)Cc1ccccc1, C=C(C)n1c(=O)[nH]c2ccccc21, [Cl-], [Na+], [OH-]. Product: C=C(C)n1c(=O)n(CC(C)CCl)c2ccccc21. RXN SMILES: [Br:16][CH2:17][CH:18]([CH2:19][Cl:20])[CH3:21].[CH2:23]([N+:24]([CH2:25][CH3:26])([CH2:27][CH3:28])[CH2:29][c:30]1[cH:31][cH:32][cH:33][cH:34][cH:35]1)[CH3:36].[CH3:1][C:2](=[CH2:3])[n:4]1[c:5](=[O:13])[nH:6][c:7]2[c:8]1[cH:9][cH:10][cH:11][cH:12]2.[Cl-:22].[Na+:15].[OH-:14]>>[CH3:1][C:2](=[CH2:3])[n:4]1[c:5](=[O:13])[n:6]([CH2:17][CH:18]([CH2:19][Cl:20])[CH3:21])[c:7]2[c:8]1[cH:9][cH:10][cH:11][cH:12]2. Starting materials: N(N)C1=CC(=NC(=N1)C)N1CC(C1)C1=NC2=C(N1C)C=CC=C2 (2-(1-(6-hydrazinyl-2-methylpyrimidin-4-yl)azetidin-3-yl)-1-methyl-1H-benzo[d]imidazole), crude Intermediate 13, CC(=O)O (AcOH), primary amide. Run in CC(=O)N(C)C.CC(=O)N(C)C (DMA DMA). Run at time 10 minute. Product: CC1=NN(C(=N1)[C@H](C)O)C1=NC(=NC(=C1)N1CC(C1)C1=NC2=C(N1C)C=CC=C2)C ((S)-1-(3-methyl-1-(2-methyl-6-(3-(1-methyl-1H-benzo[d]imidazol-2-yl)azetidin-1-yl)pyrimidin-4-yl)-1H-1,2,4-triazol-5-yl)ethanol). RXN SMILES: [NH:1]([C:3]1[N:8]=[C:7]([CH3:9])[N:6]=[C:5]([N:10]2[CH2:13][CH:12]([C:14]3[N:18]([CH3:19])[C:17]4[CH:20]=[CH:21][CH:22]=[CH:23][C:16]=4[N:15]=3)[CH2:11]2)[CH:4]=1)[NH2:2].[CH3:24][C:25]([OH:27])=O>CC(N(C)C)=O.CC(N(C)C)=O>[CH3:4][C:5]1[N:6]=[C:7]([C@@H:25]([OH:27])[CH3:24])[N:1]([C:3]2[CH:4]=[C:5]([N:10]3[CH2:11][CH:12]([C:14]4[N:18]([CH3:19])[C:17]5[CH:20]=[CH:21][CH:22]=[CH:23][C:16]=5[N:15]=4)[CH2:13]3)[N:6]=[C:7]([CH3:9])[N:8]=2)[N:2]=1 |f:2.3|. Procedure: A solution of Intermediate 2 (11.0 g, 35.6 mmol) in AcOH (100 mL) was added to crude Intermediate 13 (24.2 g, 89 mmol, prepared by heating the corresponding primary amide in neat DMA-DMA at 50° C. overnight followed by removal of excess DMA-DMA by rotary evaporation). The reaction mixture was allowed to stir for 10 min at room temperature and then heated at 80° C. for 1 h. Sampling of the reaction by LCMS suggested cyclization to the silyl-protected hydroxy triazole had occurred. The reaction wa...